Dataset: the Open Reaction Database (ORD), a public repository of structured organic reaction records. Task: describe an organic reaction: reactants, conditions, products, and yield Starting materials: C(C)OC(C(C)N1C(COC2=C1C=C(C=C2)OC(C)=O)=O)=O (2-(6-acetoxy-3-oxo-2,3-dihydro-benzo[1,4]oxazin-4-yl)-propionic acid ethyl ester), N1CCOCC1 (morpholine). Solvent: CCOC(=O)C (EtOAc), C1CCOC1 (THF). Product: C(C)OC(C(C)N1C(COC2=C1C=C(C=C2)O)=O)=O (2-(6-hydroxy-3-oxo-2,3-dihydro-benzo[1,4]oxazin-4-yl)-propionic acid ethyl ester). As a reaction SMILES: [CH2:1]([O:3][C:4](=[O:22])[CH:5]([N:7]1[C:12]2[CH:13]=[C:14]([O:17]C(=O)C)[CH:15]=[CH:16][C:11]=2[O:10][CH2:9][C:8]1=[O:21])[CH3:6])[CH3:2].N1CCOCC1>C1COCC1.CCOC(C)=O>[CH2:1]([O:3][C:4](=[O:22])[CH:5]([N:7]1[C:12]2[CH:13]=[C:14]([OH:17])[CH:15]=[CH:16][C:11]=2[O:10][CH2:9][C:8]1=[O:21])[CH3:6])[CH3:2]. Procedure details: To a solution of the crude 2-(6-acetoxy-3-oxo-2,3-dihydro-benzo[1,4]oxazin-4-yl)-propionic acid ethyl ester in THF (80 mL) was added morpholine (5.5 mL, 63 mmol) and the mixture was heated to reflux overnight. The reaction mixture was cooled to ambient temperature and diluted with EtOAc (100 mL). The mixture was washed with brine (30 mL) and the combined organic phase was dried over anhydrous Na2SO4, filtered and concentrated in vacuo. The residue was purified by column chromatograph on silica g... The reactants are ClC1=NC=C(C=C1)Cl (2,5-dichloropyridine), C(C)(C)[N-]C(C)C.[Li+] (lithium diisopropylamide), S(=S)(=O)([O-])[O-].[Na+].[Na+] (sodium thiosulfate), II (iodine). The solvent is O1CCCC1 (tetrahydrofuran). Reaction conditions: time 2 hour. The product is ClC1=NC=C(C(=C1)I)Cl (2,5-dichloro-4-iodopyridine). Isolated yield 72.0%. As a reaction SMILES: [Cl:1][C:2]1[CH:7]=[CH:6][C:5]([Cl:8])=[CH:4][N:3]=1.C([N-]C(C)C)(C)C.[Li+].[I:17]I.S([O-])([O-])(=O)=S.[Na+].[Na+]>O1CCCC1>[Cl:1][C:2]1[CH:7]=[C:6]([I:17])[C:5]([Cl:8])=[CH:4][N:3]=1 |f:1.2,4.5.6|. Procedure: Under an argon atmosphere, 3 g of 2,5-dichloropyridine was added to 40 ml of tetrahydrofuran, and 11.15 ml of lithium diisopropylamide (2M heptane/tetrahydrofuran/ethylbenzene solution) was added at −78° C. After stirring for 2 hours, 5.66 g of iodine was added, and the mixture was further stirred for 3 hours. The reaction solution was poured into an aqueous saturated sodium thiosulfate solution, and the resultant solution was extracted with tert-butyl=methyl=ether three times, washed with an aq... Starting materials: OC(C)C=1N2C(SC1)=CN=C2 (3-(1-hydroxyethyl)imidazo[5,1-b]thiazole). Conditions: time 4 hour. Reaction SMILES: [OH:1][CH:2]([C:4]1[N:5]2[CH:11]=[N:10][CH:9]=[C:6]2[S:7][CH:8]=1)[CH3:3]>ClCCl.[O-2].[O-2].[Mn+4]>[C:2]([C:4]1[N:5]2[CH:11]=[N:10][CH:9]=[C:6]2[S:7][CH:8]=1)(=[O:1])[CH3:3] |f:2.3.4|. Run in ClCCl (dichloromethane). Yields the product C(C)(=O)C=1N2C(SC1)=CN=C2 (3-acetylimidazo[5,1-b]thiazole). Procedure: A 651 mg potion of 3-(1-hydroxyethyl)imidazo[5,1-b]thiazole was dissolved in 130 ml of dichloromethane, and 9.77 g of active manganese dioxide was then added, followed by stirring at room temperature for 4 hours. After the completion of the reaction, insolubles were removed therefrom by filtration, followed by washing with dichloromethane. The filtrate was concentrated to dryness under reduced pressure to obtain 550 mg of the title compound. The reagents and catalysts are [O-2].[O-2].[Mn+4] (manganese dioxide). The reactants are CC1=C(N=C(O1)C1=CC=CC=C1)CCC(=O)C1=CC=C(C=C1)Br (4-[3-(5-Methyl-2-phenyloxazolyl)propionyl]bromobenzene), [BH4-].[Na+] (sodium borohydride). The solvent is C1CCOC1 (THF), C(C)O (ethanol). Run at temperature 0 celsius, time 3 hour. Yields the product CC1=C(N=C(O1)C1=CC=CC=C1)CCC(O)C1=CC=C(C=C1)Br (4-[3-(5-Methyl-2-phenyl-4-oxazolyl)-1-hydroxypropyl]bromobenzene). The yield is 90.9%. RXN SMILES: [CH3:1][C:2]1[O:6][C:5]([C:7]2[CH:12]=[CH:11][CH:10]=[CH:9][CH:8]=2)=[N:4][C:3]=1[CH2:13][CH2:14][C:15]([C:17]1[CH:22]=[CH:21][C:20]([Br:23])=[CH:19][CH:18]=1)=[O:16].[BH4-].[Na+]>C1COCC1.C(O)C>[CH3:1][C:2]1[O:6][C:5]([C:7]2[CH:8]=[CH:9][CH:10]=[CH:11][CH:12]=2)=[N:4][C:3]=1[CH2:13][CH2:14][CH:15]([C:17]1[CH:22]=[CH:21][C:20]([Br:23])=[CH:19][CH:18]=1)[OH:16] |f:1.2|. Procedure details: The title compound of Example 2 (5.0 g, 13 mmol) was dissolved in THF (75 mL) and added dropwise over 20 minutes to a suspension of sodium borohydride (513 mg, 13 mmol) in 75 mL of ethanol at 0° C. and the reaction mixture was stirred for 3 hours at 0° C. The reaction mixture was poured onto ice-water (500 mL) and extracted twice with diethyl ether (700 mL). The organic extracts were combined and washed with water (250 mL), brine (250 mL) and dried (MgSO4). The solvent was removed in vacuo and t... The reactants are CC1(C)COC(CSC(C(=O)N2C(=O)OCC2c2ccccc2)C(Nc2ccc(F)cc2)c2ccc(OCC(=O)OC(C)(C)C)cc2)(c2ccccc2)OC1, CCCC[N+](CCCC)(CCCC)CCCC, Cc1ccccc1, [F-]. Product: CC1(C)COC(CSC2C(=O)N(c3ccc(F)cc3)C2c2ccc(OCC(=O)OC(C)(C)C)cc2)(c2ccccc2)OC1. As a reaction SMILES: [CH3:1][C:2]1([CH3:55])[CH2:3][O:4][C:5]([c:8]2[cH:9][cH:10][cH:11][cH:12][cH:13]2)([CH2:14][S:15][CH:16]([CH:17]([NH:18][c:19]2[cH:20][cH:21][c:22]([F:25])[cH:23][cH:24]2)[c:26]2[cH:27][cH:28][c:29]([O:30][CH2:31][C:32](=[O:33])[O:34][C:35]([CH3:36])([CH3:37])[CH3:38])[cH:39][cH:40]2)[C:41]([N:42]2[CH:43]([c:44]3[cH:45][cH:46][cH:47][cH:48][cH:49]3)[CH2:50][O:51][C:52]2=[O:53])=[O:54])[O:6][CH2:7]1.[CH3:57][CH2:58][CH2:59][CH2:60][N+:61]([CH2:62][CH2:63][CH2:64][CH3:65])([CH2:66][CH2:67][CH2:68][CH3:69])[CH2:70][CH2:71][CH2:72][CH3:73].[CH3:74][c:75]1[cH:76][cH:77][cH:78][cH:79][cH:80]1.[F-:56]>>[CH3:1][C:2]1([CH3:55])[CH2:3][O:4][C:5]([c:8]2[cH:9][cH:10][cH:11][cH:12][cH:13]2)([CH2:14][S:15][CH:16]2[CH:17]([c:26]3[cH:27][cH:28][c:29]([O:30][CH2:31][C:32](=[O:33])[O:34][C:35]([CH3:36])([CH3:37])[CH3:38])[cH:39][cH:40]3)[N:18]([c:19]3[cH:20][cH:21][c:22]([F:25])[cH:23][cH:24]3)[C:41]2=[O:54])[O:6][CH2:7]1. Reaction SMILES: [F:1][C:2]1[CH:3]=[CH:4][C:5]2[N:6]([CH:8]=[CH:9][N:10]=2)[N:7]=1.[Br:11]Br.O>C(O)(=O)C>[Br:11][C:8]1[N:6]2[N:7]=[C:2]([F:1])[CH:3]=[CH:4][C:5]2=[N:10][CH:9]=1. Solvent: C(C)(=O)O (acetic acid). Product: BrC1=CN=C2N1N=C(C=C2)F (3-bromo-6-fluoro-imidazo[1,2-b]pyridazine). The yield is 27.2%. Reactants: BrBr (bromine), FC=1C=CC=2N(N1)C=CN2 (6-fluoro-imidazo[1,2-b]pyridazine), O (water). Procedure details: To an ambient temperature, stirred solution of 6-fluoro-imidazo[1,2-b]pyridazine (2.1 g, 15.3 mmol) in glacial acetic acid (20 mL) was slowly added bromine (2.5 g, 15.3 mmol). Upon completion of this addition the reaction solution was poured into water and extracted with ethyl acetate. The extract was dried (MgSO4) and flash chromatographed (silica gel, eluted with 30% (v/v) ethyl acetate/hexanes) to provide 0.9 g of 3-bromo-6-fluoro-imidazo[1,2-b]pyridazine. LRMS (ESI) m/z 215.9/217.9 [(M+H)]+,... The reactants are [Li]CCCC, C[Sn](C)(C)Cl, CCCCCC, [F-], [K+], C1=COc2ccccc2O1, C1CCOC1. Yields the product C[Sn](C)(C)C1=COc2ccccc2O1. Reaction SMILES: [CH2:11]([Li:12])[CH2:13][CH2:14][CH3:15].[CH3:16][Sn:17]([CH3:18])([CH3:19])[Cl:20].[CH3:28][CH2:29][CH2:30][CH2:31][CH2:32][CH3:33].[F-:21].[K+:22].[O:1]1[CH:2]=[CH:3][O:4][c:5]2[c:6]1[cH:7][cH:8][cH:9][cH:10]2.[O:23]1[CH2:24][CH2:25][CH2:26][CH2:27]1>>[O:1]1[C:2]([Sn:17]([CH3:16])([CH3:18])[CH3:19])=[CH:3][O:4][c:5]2[c:6]1[cH:7][cH:8][cH:9][cH:10]2.